This data is from the Open Reaction Database (ORD), a public repository of structured organic reaction records. The task is: describe an organic reaction: reactants, conditions, products, and yield The reactants are CC1(C)Oc2c(cccc2[N+](=O)[O-])C1Br, CC[N+](CC)(CC)CC, CC[N+](CC)(CC)CC, ClCCl, CCO, CCOCC, O=S([O-])([O-])=S. Yields the product CC1(C)Oc2c(cccc2[N+](=O)[O-])C1=S. Reaction SMILES: [Br:1][CH:2]1[C:3]([CH3:14])([CH3:15])[O:4][c:5]2[c:6]1[cH:7][cH:8][cH:9][c:10]2[N+:11](=[O:12])[O-:13].[CH2:21]([N+:22]([CH2:23][CH3:24])([CH2:25][CH3:26])[CH2:27][CH3:28])[CH3:29].[CH2:30]([N+:31]([CH2:32][CH3:33])([CH2:34][CH3:35])[CH2:36][CH3:37])[CH3:38].[CH2:47]([Cl:48])[Cl:49].[CH3:39][CH2:40][OH:41].[CH3:42][CH2:43][O:44][CH2:45][CH3:46].[S:16]([O-:17])([O-:18])(=[O:19])=[S:20]>>[C:2]1(=[S:16])[C:3]([CH3:14])([CH3:15])[O:4][c:5]2[c:6]1[cH:7][cH:8][cH:9][c:10]2[N+:11](=[O:12])[O-:13]. Starting materials: C1CCOC1, O=C(O)c1cccc([N+](=O)[O-])c1Cl. The product is O=[N+]([O-])c1cccc(CO)c1Cl. As a reaction SMILES: [CH2:14]1[O:15][CH2:16][CH2:17][CH2:18]1.[N+:1](=[O:2])([O-:3])[c:4]1[c:5]([Cl:13])[c:6]([C:7](=[O:8])[OH:9])[cH:10][cH:11][cH:12]1>>[N+:1](=[O:2])([O-:3])[c:4]1[c:5]([Cl:13])[c:6]([CH2:7][OH:8])[cH:10][cH:11][cH:12]1.